From a dataset of the Open Reaction Database (ORD), a public repository of structured organic reaction records. describe an organic reaction: reactants, conditions, products, and yield Starting materials: ClC1(SC=C(N1)Cl)S(=O)(=O)Cl (2,4-dichlorothiazole-sulphonyl chloride), C1(CC1)N (cyclopropylamine). The solvent is C1(=CC=CC=C1)C.C(C)O (toluene ethanol). Yields the product C1(CC1)N(S(=O)(=O)C=1SC=C(N1)Cl)NC1CC1 (N-cyclopropyl-2-N-cyclopropylamino-4-chlorothiazolesulphonamide), product. RXN SMILES: Cl[C:2]1([S:8](Cl)(=[O:10])=[O:9])[NH:6][C:5]([Cl:7])=[CH:4][S:3]1.[CH:12]1([NH2:15])[CH2:14][CH2:13]1>C1(C)C=CC=CC=1.C(O)C>[CH:12]1([N:15]([NH:15][CH:12]2[CH2:14][CH2:13]2)[S:8]([C:2]2[S:3][CH:4]=[C:5]([Cl:7])[N:6]=2)(=[O:10])=[O:9])[CH2:14][CH2:13]1 |f:2.3|. Reported procedure: In analogy to Example 13, the N-cyclopropyl-2-N-cyclopropylamino-4-chlorothiazolesulphonamide was prepared by reacting 2,4-dichlorothiazole-sulphonyl chloride from Example 1 with cyclopropylamine. Following chromatography on silica gel using toluene/ethanol (5:1) as the eluent, 15.0 g of product were obtained (51% of the theoretical yield), m.p. 176°-177° C. Starting materials: NC(C(C1=C(C=CC(=C1)Cl)OC)NC(=O)C1CCOCC1)=O (N-(2-amino-1-(5-chloro-2-methoxyphenyl)-2-oxoethyl)tetrahydro-2H-pyran-4-carboxamide), [Si](C)(C)(C(C)(C)C)OC(CC=1SC(=C(N1)C1=C(C=CC(=C1)Cl)OC)N)(C)C (2-(2-(tert-butyldimethylsilyloxy)-2-methylpropyl)-4-(5-chloro-2-methoxyphenyl)thiazol-5-amine). Product: ClC=1C=CC(=C(C1)C=1N=C(SC1N)C1CCOCC1)OC (4-(5-chloro-2-methoxyphenyl)-2-(tetrahydro-2H-pyran-4-yl)thiazol-5-amine). RXN SMILES: [NH2:1][C:2](=O)[CH:3]([NH:13][C:14]([CH:16]1[CH2:21][CH2:20][O:19][CH2:18][CH2:17]1)=O)[C:4]1[CH:9]=[C:8]([Cl:10])[CH:7]=[CH:6][C:5]=1[O:11][CH3:12].[Si](OC(C)(C)CC1[S:34]C(N)=C(C2C=C(Cl)C=CC=2OC)N=1)(C(C)(C)C)(C)C>>[Cl:10][C:8]1[CH:7]=[CH:6][C:5]([O:11][CH3:12])=[C:4]([C:3]2[N:13]=[C:14]([CH:16]3[CH2:21][CH2:20][O:19][CH2:18][CH2:17]3)[S:34][C:2]=2[NH2:1])[CH:9]=1. Reported procedure: Using N-(2-amino-1-(5-chloro-2-methoxyphenyl)-2-oxoethyl)tetrahydro-2H-pyran-4-carboxamide, the title compound was prepared following the synthetic procedures described for 2-(2-(tert-butyldimethylsilyloxy)-2-methylpropyl)-4-(5-chloro-2-methoxyphenyl)thiazol-5-amine to give 4-(5-chloro-2-methoxyphenyl)-2-(tetrahydro-2H-pyran-4-yl)thiazol-5-amine as a white gum. LCMS (ESI) m+H=325.2; 1H NMR (400 MHz, DMSO-d6): δ 7.38 (d, 1H); 7.31 (dd, 1H); 7.09 (d, 1H); 5.31 (s, br, 2H); 3.90 (d, 2H); 3.84 (s, 3...